From a dataset of the Open Reaction Database (ORD), a public repository of structured organic reaction records. describe an organic reaction: reactants, conditions, products, and yield Reactants: ClC1=C2C=CC=NC2=C(C=C1)[N+](=O)[O-] (5-chloro-8-nitroquinoline), ClC1=C2C=CC=NC2=C(C=C1)[N+](=O)[O-] (5-chloro-8-nitroquinoline), O.NN (hydrazine hydrate). The reagents and catalysts are [Ni] (Raney nickel). The solvent is CO.C1CCOC1 (MeOH THF). The product is ClC1=C2C=CC=NC2=C(C=C1)N (5-Chloroquinolin-8-amine). The yield is 98.0%. RXN SMILES: [Cl:1][C:2]1[CH:11]=[CH:10][C:9]([N+:12]([O-])=O)=[C:8]2[C:3]=1[CH:4]=[CH:5][CH:6]=[N:7]2.O.NN>[Ni].CO.C1COCC1>[Cl:1][C:2]1[CH:11]=[CH:10][C:9]([NH2:12])=[C:8]2[C:3]=1[CH:4]=[CH:5][CH:6]=[N:7]2 |f:1.2,4.5|. Procedure: In the similar fashion using route 6 general procedure 14, 5-chloro-8-nitroquinoline (Intermediate 25) (500 mg, 2.40 mmol), Raney nickel (100 mg, 20% wt), hydrazine hydrate (0.5 ml, 9.62 mmol) and MeOH/THF (10 ml, 4:1), gave the title compound (420 mg, 98%) which was used in the next step without purification.